This data is from the Open Reaction Database (ORD), a public repository of structured organic reaction records. The task is: describe an organic reaction: reactants, conditions, products, and yield Reactants: BrBr (Bromine), C(C)(=O)C1=CC=C(C=C1)CC(=O)OCC (ethyl 4-acetyl-phenylacetate), rust. Run in C(Cl)Cl (CH2Cl2). Reaction conditions: time 16 hour. The product is BrCC(=O)C1=CC=C(C=C1)CC(=O)OCC (ethyl 2-(4-(2-bromoacetyl)phenyl)acetate). The yield is 99.0%. Reaction SMILES: [C:1]([C:4]1[CH:9]=[CH:8][C:7]([CH2:10][C:11]([O:13][CH2:14][CH3:15])=[O:12])=[CH:6][CH:5]=1)(=[O:3])[CH3:2].[Br:16]Br>C(Cl)Cl>[Br:16][CH2:2][C:1]([C:4]1[CH:9]=[CH:8][C:7]([CH2:10][C:11]([O:13][CH2:14][CH3:15])=[O:12])=[CH:6][CH:5]=1)=[O:3]. Procedure details: Ethyl 4-acetyl-phenylacetate from Example 25 Part A (489 mg, 2.4 mmol) was dissolved in CH2Cl2. Bromine (379 mg, 2.4 mmol) was added dropwise. The reaction was stirred at rt for 16 h. The reaction had decolorized from rust red to light yellow. The solvent was evaporated in vacuo to yield 680 mg (99%) of ethyl 2-(4-(2-bromoacetyl)phenyl)acetate as a light yellow oil. The product was used in the next step without further purification. MS 287.0 and 289.0 of equal intensities (M+H)+. Starting materials: [OH-].[K+] (Potassium hydroxide), N1(C(=O)C(=O)C2=CC=CC=C12)CCC(=O)N (isatin propionamide), C1CCOC1 (THF), C1CCOC1 (THF). Product: OC1=NC2=CC=CC=C2C(=C1C)C(=O)O (2-Hydroxy-3-methylquinoline-4-carboxylic acid). RXN SMILES: [OH-:1].[K+].[N:3]1([CH2:14][CH2:15][C:16](N)=O)[C:13]2[C:8](=[CH:9][CH:10]=[CH:11][CH:12]=2)[C:6](=O)[C:4]1=[O:5].C1C[O:22]CC1>>[OH:1][C:14]1[C:15]([CH3:16])=[C:6]([C:4]([OH:22])=[O:5])[C:8]2[C:13](=[CH:12][CH:11]=[CH:10][CH:9]=2)[N:3]=1 |f:0.1|. Procedure details: Potassium hydroxide (1N, 100.0 ml) is added to a mixture of 5-fluoroisatin acetamide (IV, 8.44 g) and THF (33 ml). The mixture is heated at reflux for 1 hr, allowing the THF to distill off. The mixture is then cooled to 5° and is extracted with methylene chloride (3×50 ml). The basic layer is neutralized with hydrochloric acid (4N, 16.3 ml) and the resulting solids collected and washed with water (200 ml) and methylene chloride (100 ml) to give 6-fluoro-2-hydroxyquinoline-4-carboxylic acid (V), ... Reactants: COc1cc(C)nc(S(C)(=O)=O)n1, [K+], [K+], O=C([O-])[O-], CN(C)C=O, O, COC(=O)C(O)C(OCC(C)(C)C(=O)OC)(c1ccccc1)c1ccccc1. Yields the product COC(=O)C(Oc1nc(C)cc(OC)n1)C(OCC(C)(C)C(=O)OC)(c1ccccc1)c1ccccc1. Reaction SMILES: [CH3:35][S:36](=[O:37])(=[O:38])[c:39]1[n:40][c:41]([CH3:47])[cH:42][c:43]([O:45][CH3:46])[n:44]1.[K+:29].[K+:30].[O-:31][C:32]([O-:33])=[O:34].[O:48]=[CH:49][N:50]([CH3:51])[CH3:52].[OH2:53].[OH:1][CH:2]([C:3]([O:4][CH2:5][C:6]([C:7](=[O:8])[O:9][CH3:10])([CH3:11])[CH3:12])([c:13]1[cH:14][cH:15][cH:16][cH:17][cH:18]1)[c:19]1[cH:20][cH:21][cH:22][cH:23][cH:24]1)[C:25](=[O:26])[O:27][CH3:28]>>[O:1]([CH:2]([C:3]([O:4][CH2:5][C:6]([C:7](=[O:8])[O:9][CH3:10])([CH3:11])[CH3:12])([c:13]1[cH:14][cH:15][cH:16][cH:17][cH:18]1)[c:19]1[cH:20][cH:21][cH:22][cH:23][cH:24]1)[C:25](=[O:26])[O:27][CH3:28])[c:39]1[n:40][c:41]([CH3:47])[cH:42][c:43]([O:45][CH3:46])[n:44]1. The reactants are CCCCCCCCOC(=O)C=CC(=O)[O-], CCCCCCCCCCCCOCCCCCCCCCCCC, NC(N)=O, [Na+], [Na+], O, O=S(=O)([O-])[O-]. Product: CCCCCCCC(=O)OC(=O)C=CC(=O)O. As a reaction SMILES: [C:1]([CH:2]=[CH:3][C:4](=[O:5])[O-:6])(=[O:7])[O:8][CH2:9][CH2:10][CH2:11][CH2:12][CH2:13][CH2:14][CH2:15][CH3:16].[CH2:22]([O:23][CH2:24][CH2:25][CH2:26][CH2:27][CH2:28][CH2:29][CH2:30][CH2:31][CH2:32][CH2:33][CH2:34][CH3:35])[CH2:36][CH2:37][CH2:38][CH2:39][CH2:40][CH2:41][CH2:42][CH2:43][CH2:44][CH2:45][CH3:46].[NH2:49][C:50](=[O:51])[NH2:52].[Na+:47].[Na+:48].[OH2:53].[S:17](=[O:18])([O-:19])([O-:20])=[O:21]>>[C:1]([CH:2]=[CH:3][C:4](=[O:5])[OH:6])(=[O:7])[O:8][C:9]([CH2:10][CH2:11][CH2:12][CH2:13][CH2:14][CH2:15][CH3:16])=[O:18]. Starting materials: C(CC)C=1N=C2N(C=CC=C2C)C1C(=O)OCC (2-n-propyl-3-ethoxycarbonyl-8-methylimidazo[1,2-a]pyridine), [OH-].[Na+] (sodium hydroxide). Solvent: C(C)O (ethanol). Run at time 4 day. Yields the product C(CC)C=1N=C2N(C=CC=C2C)C1C(=O)O (2-n-Propyl-3-carboxy-8-methyl-imidazo[1,2-a]pyridine). RXN SMILES: [CH2:1]([C:4]1[N:5]=[C:6]2[C:11]([CH3:12])=[CH:10][CH:9]=[CH:8][N:7]2[C:13]=1[C:14]([O:16]CC)=[O:15])[CH2:2][CH3:3].[OH-].[Na+]>C(O)C>[CH2:1]([C:4]1[N:5]=[C:6]2[C:11]([CH3:12])=[CH:10][CH:9]=[CH:8][N:7]2[C:13]=1[C:14]([OH:16])=[O:15])[CH2:2][CH3:3] |f:1.2|. Procedure details: 21.0 g (86 mMol) of 2-n-propyl-3-ethoxycarbonyl-8-methylimidazo[1,2-a]pyridine are dissolved in 200 ml of ethanol, mixed with 100 ml of 2N sodium hydroxide solution and stirred for 4 days at ambient temperature. The solvent is evaporated off in vacuo at 40° C., the residue is diluted with water and combined with 20 g of ammonium chloride. The pH is adjusted to 6.5 by the addition of glacial acetic acid. After 2 hours, the precipitate formed is suction filtered, washed with water and dried in vac... Reactants: ClC1=CC=C(N=N1)N1CCN(CCC1)C1CC1 (1-(6-chloro-pyridazin-3-yl)-4-cyclopropyl-perhydro-1,4-diazepine), C(C)(=O)NC1=CC=C(C=C1)B(O)O (4-acetamidophenylboronic acid). Yields the product Cl.Cl.C1(CC1)N1CCN(CCC1)C1=CC=C(N=N1)C1=CC=C(C=C1)NC(C)=O (N-{4-[6-(4-Cyclopropyl-[1,4]diazepan-1-yl)pyridazin-3-yl]phenyl}acetamide, dihydrochloride). Reaction SMILES: [Cl:1][C:2]1[N:7]=[N:6][C:5]([N:8]2[CH2:14][CH2:13][CH2:12][N:11]([CH:15]3[CH2:17][CH2:16]3)[CH2:10][CH2:9]2)=[CH:4][CH:3]=1.[C:18]([NH:21][C:22]1[CH:27]=[CH:26][C:25](B(O)O)=[CH:24][CH:23]=1)(=[O:20])[CH3:19]>>[ClH:1].[ClH:1].[CH:15]1([N:11]2[CH2:12][CH2:13][CH2:14][N:8]([C:5]3[N:6]=[N:7][C:2]([C:25]4[CH:26]=[CH:27][C:22]([NH:21][C:18](=[O:20])[CH3:19])=[CH:23][CH:24]=4)=[CH:3][CH:4]=3)[CH2:9][CH2:10]2)[CH2:17][CH2:16]1 |f:2.3.4|. Procedure details: The title compound was prepared by a similar procedure to that described in Example 68, starting from 1-(6-chloro-pyridazin-3-yl)-4-cyclopropyl-perhydro-1,4-diazepine and 4-acetamidophenylboronic acid. 1H NMR (400 MHz, CD3OD) δ 8.47 (d, 1H), 8.08 (d, 1H), 7.94 (d, 2H), 7.85 (d, 2H), 4.33 (broad m, 1H), 4.12 (broad m, 1H), 3.91 (broad m, 4H), 3.62 (broad m, 2H), 2.97 (hept, 1H), 2.55 ((broad m, 1H), 2.43 (broad m, 1H), 2.17 (s, 3H), 1.24 (broad m, 2H), 1.01 (d, 2H).